Dataset: the Open Reaction Database (ORD), a public repository of structured organic reaction records. Task: describe an organic reaction: reactants, conditions, products, and yield Reactants: C(C)(C)(C)OC(CC(CCC(NOC(C1=CC=CC=C1)(C1=CC=CC=C1)C1=CC=CC=C1)=O)C(NCCC1=CC=C(C=C1)C1=CC=CC=C1)=O)=O (3-(2-Biphenyl-4-yl-ethylcarbamoyl)-5-trityloxycarbamoyl-pentanoic acid tert-butyl ester), ONC(=O)CC(CC(=O)O)C(NCCC1=CNC2=CC=CC=C12)=O (4-Hydroxycarbamoyl-3-[2-(1H-indol-3-yl)-ethylcarbamoyl]-butyric acid). Yields the product C1(=CC=C(C=C1)CCNC(=O)C(CC(=O)O)CCC(NO)=O)C1=CC=CC=C1 (3-(2-Biphenyl-4-yl-ethylcarbamoyl)-5-hydroxycarbamoyl-pentanoic acid). RXN SMILES: C([O:5][C:6](=[O:51])[CH2:7][CH:8]([C:34](=[O:50])[NH:35][CH2:36][CH2:37][C:38]1[CH:43]=[CH:42][C:41]([C:44]2[CH:49]=[CH:48][CH:47]=[CH:46][CH:45]=2)=[CH:40][CH:39]=1)[CH2:9][CH2:10][C:11](=[O:33])[NH:12][O:13]C(C1C=CC=CC=1)(C1C=CC=CC=1)C1C=CC=CC=1)(C)(C)C.ONC(CC(C(=O)NCCC1C2C(=CC=CC=2)NC=1)CC(O)=O)=O>>[C:41]1([C:44]2[CH:45]=[CH:46][CH:47]=[CH:48][CH:49]=2)[CH:42]=[CH:43][C:38]([CH2:37][CH2:36][NH:35][C:34]([CH:8]([CH2:9][CH2:10][C:11](=[O:33])[NH:12][OH:13])[CH2:7][C:6]([OH:51])=[O:5])=[O:50])=[CH:39][CH:40]=1. Procedure details: This compound was prepared by deprotection of the compound of Example 151, as previously described for the compound of Example 128. Reactants: [OH-].[K+] (KOH), ice, [OH-].[K+] (KOH), P(=O)(Br)(Br)Br (Phosphorus oxybromide), ClC=1C=CC(=NC1)N1CC2=C(N=CN=C2OC)CC1 (6-(5-chloropyridin-2-yl)-4-methoxy-5,6,7,8-tetrahydropyrido[4,3-d]pyrimidine), C1(=CC=CC=C1)OC (anisole). Run in C(C)#N (acetonitrile). The product is BrC=1C2=C(N=CN1)CCN(C2)C2=NC=C(C=C2)Cl (4-bromo-6-(5-chloropyridin-2-yl)-5,6,7,8-tetrahydropyrido[4,3-d]pyrimidine). Isolated yield 37.6%. As a reaction SMILES: P(Br)(Br)([Br:3])=O.[Cl:6][C:7]1[CH:8]=[CH:9][C:10]([N:13]2[CH2:24][CH2:23][C:16]3[N:17]=[CH:18][N:19]=[C:20](OC)[C:15]=3[CH2:14]2)=[N:11][CH:12]=1.C1(OC)C=CC=CC=1.[OH-].[K+]>C(#N)C>[Br:3][C:20]1[C:15]2[CH2:14][N:13]([C:10]3[CH:9]=[CH:8][C:7]([Cl:6])=[CH:12][N:11]=3)[CH2:24][CH2:23][C:16]=2[N:17]=[CH:18][N:19]=1 |f:3.4|. Procedure details: Phosphorus oxybromide (14 g, 49 mmol) was added portionwise over 2 min to a stirred suspension of 6-(5-chloropyridin-2-yl)-4-methoxy-5,6,7,8-tetrahydropyrido[4,3-d]pyrimidine (3.36 g, 12.1 mmol), anisole (50 mL), and acetonitrile (50 mL) in a 250 mL flask. The stirred mixture clarified briefly and was then heated at reflux. The mixture was removed from the heat after 4.5 h. The cooled mixture was diluted with CH2Cl2 (100 mL), and poured onto a mixture of crushed ice (250 g) and 50% aqueous KOH (...